describe an organic reaction: reactants, conditions, products, and yield From a dataset of the Open Reaction Database (ORD), a public repository of structured organic reaction records. Starting materials: ClC1=NC=CC(=N1)\C=C(/O)\C=1C=C(C=CC1)NS(=O)(=O)C1=C(C=CC=C1F)F (N-{3-[(Z)-2-(2-Chloro-4-pyrimidinyl)-1-hydroxyethenyl]-phenyl}-2,6-difluorobenzenesulfonamide), NC=1C=C(C(=O)OC)C=CC1 (methyl 3-aminobenzoate), FC1=C(C=C(C=C1)F)S(=O)(=O)Cl (2,5-difluorobenzene-1-sulfonyl chloride). Run in C(Cl)Cl (DCM). Product: FC1=C(C=C(C=C1)F)S(=O)(=O)NC=1C=C(C(=O)OC)C=CC1 (Methyl 3-{[(2,5-difluorophenyl)sulfonyl]amino}benzoate). Yield: 73.8%. Reaction SMILES: ClC1N=C(/C=C(/C2C=C(NS(C3C(F)=CC=CC=3F)(=O)=O)C=CC=2)\O)C=CN=1.[NH2:29][C:30]1[CH:31]=[C:32]([CH:37]=[CH:38][CH:39]=1)[C:33]([O:35][CH3:36])=[O:34].[F:40][C:41]1[CH:46]=[CH:45][C:44]([F:47])=[CH:43][C:42]=1[S:48](Cl)(=[O:50])=[O:49]>C(Cl)Cl>[F:40][C:41]1[CH:46]=[CH:45][C:44]([F:47])=[CH:43][C:42]=1[S:48]([NH:29][C:30]1[CH:31]=[C:32]([CH:37]=[CH:38][CH:39]=1)[C:33]([O:35][CH3:36])=[O:34])(=[O:50])=[O:49]. Reported procedure: Following a procedure analogous to the procedure described in Intermediate 5, Step A using methyl 3-aminobenzoate (16 g, 105.9 mmol) in DCM (150 mL) and 2,5-difluorobenzene-1-sulfonyl chloride (24.7 g, 116.5 mmol) the title compound was obtained (25.6 g, 73.8% yield). 1H NMR (400 MHz, DMSO-d6) δ ppm 11.06-11.13 (br, 1H), 7.42-7.52 (m, 2H), 7.52-7.77 (m, 4H), 7.78-7.80 (m, 1H), 3.88 (s, 3H). Reactants: Teflon, S(=O)(=O)([O-])[O-].[Mg+2] (magnesium sulfate), C(C1=CC=CC=C1)OCC(=O)NC=1C=C2CCC(C2=CC1C#N)=O (5-(Benzyloxyacetamido)-6-cyanoindan-1-one), C(=O)O (formic acid). Run in O (water), O (water). Run at temperature 40 celsius, time 15 minute. The product is NC(=O)C1=C(C=C2CCC(C2=C1)=O)NC(COCC1=CC=CC=C1)=O (6-Aminocarbonyl-5-(benzyloxyacetamido)indan-1-one). Reaction SMILES: [CH2:1]([O:8][CH2:9][C:10]([NH:12][C:13]1[CH:14]=[C:15]2[C:19](=[CH:20][C:21]=1[C:22]#[N:23])[C:18](=[O:24])[CH2:17][CH2:16]2)=[O:11])[C:2]1[CH:7]=[CH:6][CH:5]=[CH:4][CH:3]=1.C(O)=[O:26].S([O-])([O-])(=O)=O.[Mg+2]>O>[NH2:23][C:22]([C:21]1[CH:20]=[C:19]2[C:15]([CH2:16][CH2:17][C:18]2=[O:24])=[CH:14][C:13]=1[NH:12][C:10](=[O:11])[CH2:9][O:8][CH2:1][C:2]1[CH:7]=[CH:6][CH:5]=[CH:4][CH:3]=1)=[O:26] |f:2.3|. Procedure: A 22 L, 3 neck flask, equipped with an overhead stirrer, electric heating mantle, condenser, an N2 inlet, and a type-J Teflon® covered thermocouple, was charged with nitrile 10 (797 g, 2.49 moles—corrected for a purity of 75% by weight), formic acid (6400 ml) and magnesium sulfate (510 g). The resulting brown viscous mixture was heated to 40° C. with stirring and was allowed to stir at that temperature for 4 hours. At that time the reaction was judged to be complete by TLC and LC analysis. The r... Reactants: C(C)(C)(C)[C@H]1CC[C@H](CC1)O (cis-4-tert-butylcyclohexanol), OC=1C(=C2C=CC(=CC2=CC1)[C@]1(NC(OC1)=O)C)C(F)(F)F ((R)-4-(6-hydroxy-5-(trifluoromethyl)naphthalen-2-yl)-4-methyloxazolidin-2-one), C1(=CC=CC=C1)P(C1=CC=CC=C1)C1=CC=CC=C1 (triphenylphosphine), O1CCCC1 (tetrahydrofuran), N(=NC(=O)OC(C)C)C(=O)OC(C)C (diisopropyl azodicarboxylate). Run in C(Cl)Cl (methylene chloride). Yields the product C(C)(C)(C)[C@@H]1CC[C@H](CC1)OC=1C(=C2C=CC(=CC2=CC1)[C@]1(NC(OC1)=O)C)C(F)(F)F ((R)-4-(6-(trans-4-tert-butylcyclohexyloxy)-5-(trifluoromethyl)naphthalen-2-yl)-4-methyloxazolidin-2-one). Isolated yield 30.5%. RXN SMILES: [C:1]([C@@H:5]1[CH2:10][CH2:9][C@H:8]([OH:11])[CH2:7][CH2:6]1)([CH3:4])([CH3:3])[CH3:2].O[C:13]1[C:14]([C:30]([F:33])([F:32])[F:31])=[C:15]2[C:20](=[CH:21][CH:22]=1)[CH:19]=[C:18]([C@:23]1([CH3:29])[CH2:27][O:26][C:25](=[O:28])[NH:24]1)[CH:17]=[CH:16]2.C1(P(C2C=CC=CC=2)C2C=CC=CC=2)C=CC=CC=1.O1CCCC1.N(C(OC(C)C)=O)=NC(OC(C)C)=O>C(Cl)Cl>[C:1]([C@H:5]1[CH2:6][CH2:7][C@H:8]([O:11][C:13]2[C:14]([C:30]([F:32])([F:33])[F:31])=[C:15]3[C:20](=[CH:21][CH:22]=2)[CH:19]=[C:18]([C@:23]2([CH3:29])[CH2:27][O:26][C:25](=[O:28])[NH:24]2)[CH:17]=[CH:16]3)[CH2:9][CH2:10]1)([CH3:4])([CH3:2])[CH3:3]. Procedure details: The mixture of cis-4-tert-butylcyclohexanol (30.4 mg, 0.000195 mol), (R)-4-(6-hydroxy-5-(trifluoromethyl)naphthalen-2-yl)-4-methyloxazolidin-2-one (50.5 mg, 0.000162 mol) and triphenylphosphine (51.1 mg, 0.000195 mol) in tetrahydrofuran (2 mL, 0.02 mol) was heated to reflux, and diisopropyl azodicarboxylate (0.0383 mL, 0.000195 mol) was is added dropwise and was stirred and refluxed for 3 hours. The mixture was taken up into methylene chloride and subjected to chromatography purification with Et... Reactants: starting material, CC(C(=O)OCCCC)=CC(Cl)(Cl)Cl (butyl 2-methyl-4,4,4-trichlorobut-2-enoate), C=C(C(=O)[O-])C(C(Cl)(Cl)Cl)OC(C)=O (2-methylene-3-acetoxy-4,4,4-trichlorobutyrate), C=C(C(=O)[O-])C(C(Cl)(Cl)Cl)O (2-methylene-3-hydroxy-4,4,4-trichlorobutyrate), [BH4-].[Na+] (sodium borohydride). The solvent is O1CCCC1 (tetrahydrofuran). Conditions: temperature 70 celsius. Product: CC(C(=O)OCCCC)C(C(Cl)(Cl)Cl)OC(C)=O (butyl 2-methyl-3-acetoxy-4,4,4-trichlorobutyrate). RXN SMILES: [CH2:1]=[C:2]([CH:6]([O:11][C:12](=[O:14])[CH3:13])[C:7]([Cl:10])([Cl:9])[Cl:8])[C:3]([O-:5])=[O:4].[CH2:15]=[C:16]([CH:20](O)[C:21](Cl)(Cl)Cl)C([O-])=O.[BH4-].[Na+].CC(=CC(Cl)(Cl)Cl)C(OCCCC)=O>O1CCCC1>[CH3:1][CH:2]([CH:6]([O:11][C:12](=[O:14])[CH3:13])[C:7]([Cl:9])([Cl:10])[Cl:8])[C:3]([O:5][CH2:15][CH2:16][CH2:20][CH3:21])=[O:4] |f:2.3|. Procedure: 1236.1 g of crude 2-methylene-3-acetoxy-4,4,4-trichlorobutyrate (91.3%) containing about 2.5% 2-methylene-3-hydroxy-4,4,4-trichlorobutyrate and 747 ml of tetrahydrofuran was charged to a 2-liter flask equipped with a reflux condenser, magnetic stir bar, and a thermometer. 38.0 g of sodium borohydride was added in three portions to the stirred solution. The reaction temperature rose to 32° C. The reaction was heated slowly to 70° C. for three hours. NMR indicated 80% of the starting material was ... Starting materials: C(C)(C)(C)OCCCCC(CC#CC(C(F)(F)F)(O)C(F)(F)F)(C)C (10-tert-butoxy-1,1,1-trifluoro-6,6-dimethyl-2-trifluoromethyl-dec-3-yn-2-ol), [H][H] (hydrogen). The reagents and catalysts are [Pd].CC(=O)[O-].CC(=O)[O-].[Pb+2] (Lindlar catalyst). The solvent is C(C)(C)(C)OC (tert-butylmethyl ether). The product is FC(C(\C=C/CC(CCCCO)(C)C)(O)C(F)(F)F)(F)F ((Z)-10,10,10-trifluoro-5,5-dimethyl-9-trifluormethyl-dec-7-ene-1,9-diol). Isolated yield 94.8%. As a reaction SMILES: C([O:5][CH2:6][CH2:7][CH2:8][CH2:9][C:10]([CH3:25])([CH3:24])[CH2:11][C:12]#[C:13][C:14]([C:20]([F:23])([F:22])[F:21])([OH:19])[C:15]([F:18])([F:17])[F:16])(C)(C)C.[H][H]>[Pd].CC([O-])=O.CC([O-])=O.[Pb+2].C(OC)(C)(C)C>[F:16][C:15]([F:17])([F:18])[C:14]([C:20]([F:21])([F:22])[F:23])([OH:19])/[CH:13]=[CH:12]\[CH2:11][C:10]([CH3:25])([CH3:24])[CH2:9][CH2:8][CH2:7][CH2:6][OH:5] |f:2.3.4.5|. Procedure details: A suspension of 22.13 g of 10-tert-butoxy-1,1,1-trifluoro-6,6-dimethyl-2-trifluoromethyl-dec-3-yn-2-ol, 220 ml of tert-butylmethyl ether and 3.32 g of Lindlar catalyst was hydrogenated at 22° and 1 bar for 1.5 h after which time hydrogen up-take ceased. The suspension was filtered, the filtrate evaporated and the residue, containing pure (Z)-10-tert -butoxy-1,1,1-trifluoro-6,6-dimethiyl-2-trifluoromethyl-dec-3-en-2-ol, was dissolved in 44 ml of isopropanol. The solution was treated with 22.8 g o... Reactants: C(CCCCC)P(CCCCCC)CCCCCC (tri-n-hexylphosphine), IC (iodomethane). The solvent is CCCCCC (hexane). Yields the product [I-].C(CCCCC)[P+](C)(CCCCCC)CCCCCC (tri-n-hexylmethylphosphonium iodide). Isolated yield 85.0%. Reaction SMILES: [CH2:1]([P:7]([CH2:14][CH2:15][CH2:16][CH2:17][CH2:18][CH3:19])[CH2:8][CH2:9][CH2:10][CH2:11][CH2:12][CH3:13])[CH2:2][CH2:3][CH2:4][CH2:5][CH3:6].[I:20][CH3:21]>CCCCCC>[I-:20].[CH2:14]([P+:7]([CH2:1][CH2:2][CH2:3][CH2:4][CH2:5][CH3:6])([CH2:8][CH2:9][CH2:10][CH2:11][CH2:12][CH3:13])[CH3:21])[CH2:15][CH2:16][CH2:17][CH2:18][CH3:19] |f:3.4|. Procedure details: To 143 g (0.5 mol) of a commercially available tri-n-hexylphosphine (reagent, manufactured by Tokyo Chemical Industry Co., Ltd.), 71 g (0.5 mol) of iodomethane (reagent, manufactured by Tokyo Chemical Industry Co., Ltd.) was added dropwise under a nitrogen atmosphere, and the mixture was reacted at 30 to 40° C. for 5 hours. After the reaction was completed, 100 ml of hexane was added to the reaction mixture to separate layers. The resulting liquid was then washed three times with hexane and vacu... Starting materials: N(=[N+]=[N-])C(CC(=O)O)CC (3-Azidopentanoic acid), C(C(=O)Cl)(=O)Cl (oxalyl chloride). Reagents/catalysts: CN(C)C=O (DMF). Conditions: time 30 minute. Product: N(=[N+]=[N-])C(CC(=O)Cl)CC (3-Azidopentanoyl chloride). Isolated yield 47.5%. As a reaction SMILES: [N:1]([CH:4]([CH2:9][CH3:10])[CH2:5][C:6](O)=[O:7])=[N+:2]=[N-:3].C(Cl)(=O)C([Cl:14])=O>CN(C=O)C>[N:1]([CH:4]([CH2:9][CH3:10])[CH2:5][C:6]([Cl:14])=[O:7])=[N+:2]=[N-:3]. Procedure: 3-Azidopentanoic acid (1.72 g, 12.2 mmol) was dissolved in oxalyl chloride (1.49 ml, 2.22 g, 17.5 mmol) and to this stirring solution was added one drop of DMF. The mixture was stirred at room temperature for 30 min and heated at 80° C. for 40 min. The residue was distilled under vacuum, bp 33° C. (0.1 mm), to give a colorless oil (936 mg, 48.2%); ir (neat) νmax : 2100 (N3), and 1795 cm-1 (C=O of acid chloride); 1Hmr (CDCl3) δ: 1.03 (3H, t), 1.60 (2H, m), 3.03 (2H, d) and 3.80 ppm (H, m). Anal. ... The reactants are OCC=CCN1C(NC(C(=C1C(C1=CC(=CC(=C1)C)C)=O)C(C)C)=O)=O (1-(4-hydroxy-2-butenyl)-5-isopropyl-6-(3,5-dimethylbenzoyl)-2,4-pyrimidinedione), C(C#CC)N1C(NC(C(=C1C(C1=CC(=CC(=C1)C)C)=O)C(C)C)=O)=O (1-(2-butynyl)-5-isopropyl-6-(3,5-dimethylbenzoyl)-2,4-pyrimidinedione), C1(=CC=CC=C1)C#CCN1C(NC(C(=C1C(C1=CC(=CC(=C1)C)C)=O)C(C)C)=O)=O (1-(3-phenyl-2-propynyl)-5-isopropyl-6-(3,5-dimethylbenzoyl)-2,4-pyrimidinedione). The product is C(C)(=O)OCC=CCN1C(NC(C(=C1C(C1=CC(=CC(=C1)C)C)=O)C(C)C)=O)=O (1-(4-acetoxy-2-butenyl)-5-isopropyl-6-(3,5-dimethylbenzoyl)-2,4-pyrimidinedione). RXN SMILES: [OH:1][CH2:2][CH:3]=[CH:4][CH2:5][N:6]1[C:11]([C:12](=[O:21])[C:13]2[CH:18]=[C:17]([CH3:19])[CH:16]=[C:15]([CH3:20])[CH:14]=2)=[C:10]([CH:22]([CH3:24])[CH3:23])[C:9](=[O:25])[NH:8][C:7]1=[O:26].C(N1[C:36]([C:37](=[O:46])C2C=C(C)C=C(C)C=2)=C(C(C)C)C(=O)NC1=O)C#CC.C1(C#CCN2C(C(=O)C3C=C(C)C=C(C)C=3)=C(C(C)C)C(=O)NC2=O)C=CC=CC=1>>[C:37]([O:1][CH2:2][CH:3]=[CH:4][CH2:5][N:6]1[C:11]([C:12](=[O:21])[C:13]2[CH:14]=[C:15]([CH3:20])[CH:16]=[C:17]([CH3:19])[CH:18]=2)=[C:10]([CH:22]([CH3:23])[CH3:24])[C:9](=[O:25])[NH:8][C:7]1=[O:26])(=[O:46])[CH3:36]. Procedure: 1-(4-hydroxy-2-butenyl)-5-isopropyl-6-(3,5-dimethylbenzoyl)-2,4-pyrimidinedione; 1-(2-butynyl)-5-isopropyl-6-(3,5-dimethylbenzoyl)-2,4-pyrimidinedione; 1-(3-phenyl-2-propynyl)-5-isopropyl-6-(3,5-dimethylbenzoyl)-2,4-pyrimidinedione; Conditions: temperature 90 celsius. Reaction SMILES: [OH:1][C@H:2]([CH2:15][CH2:16][C:17]1[CH:18]=[N:19][CH:20]=[CH:21][CH:22]=1)[C@H:3]([CH3:14])[O:4][C:5]1[CH:10]=[CH:9][C:8](B(O)O)=[CH:7][CH:6]=1.[CH3:23][NH:24][C:25](=[O:34])[C:26]1[CH:31]=[CH:30][C:29]([CH3:32])=[C:28](Br)[CH:27]=1.C(=O)([O-])[O-].[Na+].[Na+]>C(O)C.C1C=CC([P]([Pd]([P](C2C=CC=CC=2)(C2C=CC=CC=2)C2C=CC=CC=2)([P](C2C=CC=CC=2)(C2C=CC=CC=2)C2C=CC=CC=2)[P](C2C=CC=CC=2)(C2C=CC=CC=2)C2C=CC=CC=2)(C2C=CC=CC=2)C2C=CC=CC=2)=CC=1>[CH3:23][NH:24][C:25]([C:26]1[CH:27]=[C:28]([C:8]2[CH:9]=[CH:10][C:5]([O:4][C@@H:3]([CH3:14])[C@H:2]([OH:1])[CH2:15][CH2:16][C:17]3[CH:18]=[N:19][CH:20]=[CH:21][CH:22]=3)=[CH:6][CH:7]=2)[C:29]([CH3:32])=[CH:30][CH:31]=1)=[O:34] |f:2.3.4,^1:47,49,68,87|. The reagents and catalysts are C=1C=CC(=CC1)[P](C=2C=CC=CC2)(C=3C=CC=CC3)[Pd]([P](C=4C=CC=CC4)(C=5C=CC=CC5)C=6C=CC=CC6)([P](C=7C=CC=CC7)(C=8C=CC=CC8)C=9C=CC=CC9)[P](C=1C=CC=CC1)(C=1C=CC=CC1)C=1C=CC=CC1 (tetrakis(triphenylphosphine)palladium(0)). Product: CNC(=O)C=1C=C(C(=CC1)C)C1=CC=C(C=C1)O[C@H]([C@@H](CCC=1C=NC=CC1)O)C ((1S,2R)-4′-(2-Hydroxy-1-methyl-4-pyridin-3-yl-butoxy)-6-methylbiphenyl-3-carboxylic acid methylamide). Run in C(C)O (ethanol). Reported procedure: Prepared according to the method described in Example 12b) from (1S,2R)-4-[2-hydroxy-1-methyl-4-pyridin-3-ylbutoxy]benzeneboronic acid (0.20 g, Example 33 (0.290 g), 3-bromo-4-methylbenzoic acid, methyl amide (0.30 g), 2M aqueous sodium carbonate (0.66 ml) and tetrakis(triphenylphosphine)palladium(0) (0.038 g) in ethanol (3 ml). The reaction mixture was heated at 90° C. for 4 hours. After cooling, the solution was concentrated under reduced pressure, taken up in ethanol and concentrated again (t... Reactants: O[C@@H]([C@@H](OC1=CC=C(C=C1)B(O)O)C)CCC=1C=NC=CC1 ((1S,2R)-4-[2-hydroxy-1-methyl-4-pyridin-3-ylbutoxy]benzeneboronic acid), C([O-])([O-])=O.[Na+].[Na+] (sodium carbonate), Example 33, CNC(C1=CC(=C(C=C1)C)Br)=O (3-bromo-4-methylbenzoic acid, methyl amide).